This data is from the Open Reaction Database (ORD), a public repository of structured organic reaction records. The task is: describe an organic reaction: reactants, conditions, products, and yield Starting materials: O=C1CCC(=O)N1Br, O=C(OOC(=O)c1ccccc1)c1ccccc1, ClC(Cl)(Cl)Cl, CCOC(=O)c1cccc(Oc2ccc(F)cc2)c1C. Yields the product CCOC(=O)c1cccc(Oc2ccc(F)cc2)c1CBr. As a reaction SMILES: [Br:21][N:22]1[C:23](=[O:24])[CH2:25][CH2:26][C:27]1=[O:28].[C:29]([O:30][O:31][C:32](=[O:33])[c:34]1[cH:35][cH:36][cH:37][cH:38][cH:39]1)(=[O:40])[c:41]1[cH:42][cH:43][cH:44][cH:45][cH:46]1.[C:47]([Cl:48])([Cl:49])([Cl:50])[Cl:51].[CH2:1]([CH3:2])[O:3][C:4]([c:5]1[c:6]([CH3:19])[c:7]([O:11][c:12]2[cH:13][cH:14][c:15]([F:18])[cH:16][cH:17]2)[cH:8][cH:9][cH:10]1)=[O:20]>>[CH2:1]([CH3:2])[O:3][C:4]([c:5]1[c:6]([CH2:19][Br:21])[c:7]([O:11][c:12]2[cH:13][cH:14][c:15]([F:18])[cH:16][cH:17]2)[cH:8][cH:9][cH:10]1)=[O:20].